Dataset: the Open Reaction Database (ORD), a public repository of structured organic reaction records. Task: describe an organic reaction: reactants, conditions, products, and yield The product is Cc1cc(Oc2ccc(C3OCCO3)cc2)ccc1N. The reactants are CCOC(C)=O, Cc1cc(Oc2ccc(C3OCCO3)cc2)ccc1[N+](=O)[O-]. RXN SMILES: [CH2:23]([O:24][C:25](=[O:26])[CH3:27])[CH3:28].[CH3:1][c:2]1[cH:3][c:4]([O:11][c:12]2[cH:13][cH:14][c:15]([CH:18]3[O:19][CH2:20][CH2:21][O:22]3)[cH:16][cH:17]2)[cH:5][cH:6][c:7]1[N+:8]([O-:9])=[O:10]>>[CH3:1][c:2]1[cH:3][c:4]([O:11][c:12]2[cH:13][cH:14][c:15]([CH:18]3[O:19][CH2:20][CH2:21][O:22]3)[cH:16][cH:17]2)[cH:5][cH:6][c:7]1[NH2:8].